This data is from the Open Reaction Database (ORD), a public repository of structured organic reaction records. The task is: describe an organic reaction: reactants, conditions, products, and yield Reactants: CN1CCC(CC(=O)Cl)CC1, CN1CCC(CC(=O)O)CC1, [K], C1COCCO1, O, O=S(Cl)Cl, O=C1Nc2ccccc2Nc2cscc21, c1ccncc1. The product is CN1CCC(CC(=O)N2c3ccccc3NC(=O)c3cscc32)CC1. Reaction SMILES: [CH3:16][N:17]1[CH2:18][CH2:19][CH:20]([CH2:23][C:24](=[O:25])[Cl:26])[CH2:21][CH2:22]1.[CH3:28][N:29]1[CH2:30][CH2:31][CH:32]([CH2:33][C:34]([OH:35])=[O:36])[CH2:37][CH2:38]1.[K:27].[O:43]1[CH2:44][CH2:45][O:46][CH2:47][CH2:48]1.[OH2:55].[S:39]([Cl:40])([Cl:41])=[O:42].[cH:1]1[s:2][cH:3][c:4]2[c:10]1[C:9](=[O:11])[NH:8][c:7]1[c:6]([cH:15][cH:14][cH:13][cH:12]1)[NH:5]2.[cH:49]1[cH:50][cH:51][n:52][cH:53][cH:54]1>>[cH:1]1[s:2][cH:3][c:4]2[c:10]1[C:9](=[O:11])[NH:8][c:7]1[c:6]([cH:15][cH:14][cH:13][cH:12]1)[N:5]2[C:24]([CH2:23][CH:20]1[CH2:19][CH2:18][N:17]([CH3:16])[CH2:22][CH2:21]1)=[O:25].